This data is from the Open Reaction Database (ORD), a public repository of structured organic reaction records. The task is: describe an organic reaction: reactants, conditions, products, and yield The product is ClC=1C=C(COC2=CC=C(C=C2)[C@@H]2OC=3C(=CC=4C[C@H](N(CC4C3)C(C(C)C)CC)C(=O)N[C@H](C(=O)O)CC3=CC=C(C=C3)C3=C(C(=NC=C3)C)C)OC2)C=CC1Cl ((S)-2-{[(3S,8S)-3-[4-(3,4-Dichloro-benzyloxy)-phenyl]-7-(1-ethyl-2-methyl-propyl)-2,3,6,7,8,9-hexahydro-[1,4]dioxino[2,3-g]isoquinoline-8-carbonyl]-amino}-3-[4-(2,3-dimethyl-pyridin-4-yl)-phenyl]-propionic acid). Procedure details: The title compound (15 mg) was prepared from (S)-2-tert-butoxycarbonylamino-3-{(S)-2-[4-(3,4-dichloro-benzyloxy)-phenyl]-2,3-dihydro-benzo[1,4]dioxin-6-yl}-propionic acid methyl ester, which was deprotected according to General Procedure C, then treated with 2-methyl-3-pentanone according to General Procedure M. The reductive amination product was subjected to General Procedures V and B in succession, then the resulting acid and (S)-2-amino-3-[4-(2,3-dimethyl-pyridin-4-yl)-phenyl]-propionic acid... Reactants: COC([C@H](CC1=CC2=C(O[C@H](CO2)C2=CC=C(C=C2)OCC2=CC(=C(C=C2)Cl)Cl)C=C1)NC(=O)OC(C)(C)C)=O ((S)-2-tert-butoxycarbonylamino-3-{(S)-2-[4-(3,4-dichloro-benzyloxy)-phenyl]-2,3-dihydro-benzo[1,4]dioxin-6-yl}-propionic acid methyl ester), CC(C)C(CC)=O (2-methyl-3-pentanone), Cl.Cl.COC([C@H](CC1=CC=C(C=C1)C1=C(C(=NC=C1)C)C)N)=O ((S)-2-amino-3-[4-(2,3-dimethyl-pyridin-4-yl)-phenyl]-propionic acid methyl ester dihydrochloride). RXN SMILES: CO[C:3](=[O:40])[C@@H:4]([NH:32][C:33](OC(C)(C)C)=O)[CH2:5][C:6]1[CH:31]=[CH:30][C:9]2[O:10][C@@H:11]([C:14]3[CH:19]=[CH:18][C:17]([O:20][CH2:21][C:22]4[CH:27]=[CH:26][C:25](Cl)=[C:24](Cl)[CH:23]=4)=[CH:16][CH:15]=3)[CH2:12][O:13][C:8]=2[CH:7]=1.[CH3:41][CH:42]([C:44](=O)[CH2:45][CH3:46])[CH3:43].[ClH:48].[ClH:49].C[O:51][C:52](=[O:70])[C@@H:53]([NH2:69])[CH2:54][C:55]1[CH:60]=[CH:59][C:58]([C:61]2[CH:66]=[CH:65][N:64]=[C:63]([CH3:67])[C:62]=2[CH3:68])=[CH:57][CH:56]=1>>[Cl:48][C:26]1[CH:27]=[C:22]([CH:23]=[CH:24][C:25]=1[Cl:49])[CH2:21][O:20][C:17]1[CH:18]=[CH:19][C:14]([C@H:11]2[CH2:12][O:13][C:8]3=[CH:7][C:6]4[CH2:5][C@@H:4]([C:3]([NH:69][C@@H:53]([CH2:54][C:55]5[CH:60]=[CH:59][C:58]([C:61]6[CH:66]=[CH:65][N:64]=[C:63]([CH3:67])[C:62]=6[CH3:68])=[CH:57][CH:56]=5)[C:52]([OH:51])=[O:70])=[O:40])[N:32]([CH:44]([CH2:45][CH3:46])[CH:42]([CH3:43])[CH3:41])[CH2:33][C:31]=4[CH:30]=[C:9]3[O:10]2)=[CH:15][CH:16]=1 |f:2.3.4|. Starting materials: C(C)(C)(C)OC([C@H](CNC(CNC(=O)OC(C)(C)C)=O)NS(=O)(=O)C1=CC=CC=C1)=O (N-Boc-glycyl-2(S)-phenylsulfonamido-β-alanine t-butvl ester), C(=O)(C(F)(F)F)O (TFA). Solvent: C(Cl)Cl (CH2Cl2). Reaction conditions: temperature -15 celsius. The product is FC(C(=O)O)(F)F.C(C)(C)(C)OC([C@H](CNC(CN)=O)NS(=O)(=O)C1=CC=CC=C1)=O (Glycyl-2(S)-phenylsulfonamido-β-alanine t-butyl ester trifluoroacetate salt). Reaction SMILES: [C:1]([O:5][C:6](=[O:31])[C@@H:7]([NH:21][S:22]([C:25]1[CH:30]=[CH:29][CH:28]=[CH:27][CH:26]=1)(=[O:24])=[O:23])[CH2:8][NH:9][C:10](=[O:20])[CH2:11][NH:12]C(OC(C)(C)C)=O)([CH3:4])([CH3:3])[CH3:2].[C:32]([OH:38])([C:34]([F:37])([F:36])[F:35])=[O:33]>C(Cl)Cl>[F:35][C:34]([F:37])([F:36])[C:32]([OH:38])=[O:33].[C:1]([O:5][C:6](=[O:31])[C@@H:7]([NH:21][S:22]([C:25]1[CH:30]=[CH:29][CH:28]=[CH:27][CH:26]=1)(=[O:24])=[O:23])[CH2:8][NH:9][C:10](=[O:20])[CH2:11][NH2:12])([CH3:4])([CH3:2])[CH3:3] |f:3.4|. Procedure details: Protected amide 1-6 (576 mg, 1.26 mmol) was dissolved in 6.3 mL CH2Cl2, cooled to -15° C., and TFA (6.3 mL) was added. After 25 min the reaction was concentrated, providing amine 1-7.